The task is: describe an organic reaction: reactants, conditions, products, and yield. This data is from the Open Reaction Database (ORD), a public repository of structured organic reaction records. The reactants are CS(C(OC)=S)=NC#N (cyanimino-dithiocarbonic acid dimethylester), CS (methyl-mercaptan), CC1=CC=C(CNCCS)C=C1 (N-(4-methylbenzyl)-cysteamine). Run in C(C)O (ethanol). The product is C(#N)N=C1SCCN1CC1=CC=C(C=C1)C (2-cyanimino-N-(4-methylbenzyl)-thiazolidine). The yield is 85.5%. Reaction SMILES: CS(=[N:7][C:8]#[N:9])C(=S)OC.[CH3:10][C:11]1[CH:21]=[CH:20][C:14]([CH2:15][NH:16][CH2:17][CH2:18][SH:19])=[CH:13][CH:12]=1.[CH3:22]S>C(O)C>[C:8]([N:7]=[C:22]1[N:16]([CH2:15][C:14]2[CH:20]=[CH:21][C:11]([CH3:10])=[CH:12][CH:13]=2)[CH2:17][CH2:18][S:19]1)#[N:9]. Procedure: 3.65 g (23.5 mmoles) of cyanimino-dithiocarbonic acid dimethylester (purity: 94%) and 5.43 g (30 mmoles) of N-(4-methylbenzyl)-cysteamine are boiled in 30 ml of ethanol until the evolution of methyl-mercaptan terminates (about 2 hours). The reaction mixture is evaporated and the crystalline residue is recrystallized from 6 ml of isopropanol. 4.65 g (85.5%) of 2-cyanimino-N-(4-methylbenzyl)-thiazolidine are obtained, melting at 102° to 104° C. Starting materials: ClC1=CC=C2N=CC(=NC2=C1)N[C@@H]1C[C@H](C1)NC1=NC=CC=C1N (N2-(trans-3-((7-chloroquinoxalin-2-yl)amino)cyclobutyl)pyridine-2,3-diamine), C(OC)(OC)(OC)OC (tetramethyl orthocarbonate), C(CC)(=O)O (propionic acid). Solvent: O (water). Reaction conditions: temperature 100 celsius, time 2 hour. Yields the product ClC1=CC=C2N=CC(=NC2=C1)N[C@@H]1C[C@H](C1)N1C(=NC=2C1=NC=CC2)OC (7-chloro-N-(trans-3-(2-methoxy-3H-imidazo[4,5-b]pyridin-3-yl)cyclobutyl)quinoxalin-2-amine). The yield is 64.5%. As a reaction SMILES: [Cl:1][C:2]1[CH:11]=[C:10]2[C:5]([N:6]=[CH:7][C:8]([NH:12][C@H:13]3[CH2:16][C@H:15]([NH:17][C:18]4[C:23]([NH2:24])=[CH:22][CH:21]=[CH:20][N:19]=4)[CH2:14]3)=[N:9]2)=[CH:4][CH:3]=1.[C:25](OC)(OC)(OC)[O:26][CH3:27].C(O)(=O)CC>O>[Cl:1][C:2]1[CH:11]=[C:10]2[C:5]([N:6]=[CH:7][C:8]([NH:12][C@H:13]3[CH2:16][C@H:15]([N:17]4[C:18]5=[N:19][CH:20]=[CH:21][CH:22]=[C:23]5[N:24]=[C:25]4[O:26][CH3:27])[CH2:14]3)=[N:9]2)=[CH:4][CH:3]=1. Procedure: N2-(trans-3-((7-chloroquinoxalin-2-yl)amino)cyclobutyl)pyridine-2,3-diamine (118 mg, 0.346 mmol), tetramethyl orthocarbonate (922 μl, 6.92 mmol) and propionic acid (12.91 μl, 0.173 mmol) were combined under nitrogen. The reaction mixture was stirred at 100° C. for 2 hours. The reaction mixture was diluted with water and extracted with dichloromethane. The organic extract was washed with saturated ammonium chloride and dried over magnesium sulfate. The solution was concentrated in vacuo to give t... The reactants are FC(F)(F)c1nnc2ccc(Cl)nn12, CC(c1ccc(F)cc1)N1CCNCC1. Product: CC(c1ccc(F)cc1)N1CCN(c2ccc3nnc(C(F)(F)F)n3n2)CC1. As a reaction SMILES: [Cl:16][c:17]1[cH:18][cH:19][c:20]2[n:21]([n:22]1)[c:23]([C:26]([F:27])([F:28])[F:29])[n:24][n:25]2.[F:1][c:2]1[cH:3][cH:4][c:5]([CH:8]([CH3:9])[N:10]2[CH2:11][CH2:12][NH:13][CH2:14][CH2:15]2)[cH:6][cH:7]1>>[F:1][c:2]1[cH:3][cH:4][c:5]([CH:8]([CH3:9])[N:10]2[CH2:11][CH2:12][N:13]([c:17]3[cH:18][cH:19][c:20]4[n:21]([n:22]3)[c:23]([C:26]([F:27])([F:28])[F:29])[n:24][n:25]4)[CH2:14][CH2:15]2)[cH:6][cH:7]1.